This data is from the Open Reaction Database (ORD), a public repository of structured organic reaction records. The task is: describe an organic reaction: reactants, conditions, products, and yield As a reaction SMILES: Cl.[CH3:2][O:3][C:4]([CH2:6][CH2:7][NH:8][C:9](=[O:27])[C:10]1[CH:15]=[CH:14][C:13]([NH:16][CH2:17][CH2:18][CH2:19]N2CCSCC2)=[C:12]([NH2:26])[CH:11]=1)=[O:5]>C(OCC)(=O)C.C(O)C>[CH3:2][O:3][C:4]([CH2:6][CH2:7][NH:8][C:9](=[O:27])[C:10]1[CH:15]=[CH:14][C:13]([NH:16][CH2:17][CH2:18][CH2:19][CH2:9][C:10]2[CH:15]=[CH:14][CH:13]=[CH:12][CH:11]=2)=[C:12]([NH2:26])[CH:11]=1)=[O:5] |f:0.1,2.3|. Procedure details: The same procedure is used as in (2). Rf value: 0.68 (silica gel; ethyl acetate/ethanol=9:1) The reactants are Cl.COC(=O)CCNC(C1=CC(=C(C=C1)NCCCN1CCSCC1)N)=O (3-amino-4-(3-thiomorpholino-propylamino)-benzoic acid-[N-(2-methoxycarbonyl-ethyl)-amide]-hydrochloride). Product: COC(=O)CCNC(C1=CC(=C(C=C1)NCCCCC1=CC=CC=C1)N)=O (3-amino-4-(4-phenyl-butylamino)-benzoic acid-[N-(2-methoxycarbonyl-ethyl)-amide]). Run in C(C)(=O)OCC.C(C)O (ethyl acetate ethanol). The reactants are C(C#C)(=O)OCC (ethanol propiolate), C(\C=C\C(=O)OC1CC(NC(C1)(C)C)(C)C)(=O)OC1CC(NC(C1)(C)C)(C)C (bis(2,2,6,6-tetramethyl-4-piperidinyl) fumarate). Solvent: C(C)O (ethanol). Yields the product C(\C=C\C(=O)OC1CC(N(C(C1)(C)C)C(=C)C(=O)OCC)(C)C)(=O)OC1CC(N(C(C1)(C)C)C(=C)C(=O)OCC)(C)C (Bis[1-β-ethoxycarbonylvinyl-2,2,6,6-tetramethyl-4-piperidinyl] fumarate). As a reaction SMILES: [C:1]([O:5][CH2:6][CH3:7])(=[O:4])[C:2]#[CH:3].[C:8]([O:25][CH:26]1[CH2:31][C:30]([CH3:33])([CH3:32])[NH:29][C:28]([CH3:35])([CH3:34])[CH2:27]1)(=[O:24])/[CH:9]=[CH:10]/[C:11]([O:13][CH:14]1[CH2:19][C:18]([CH3:21])([CH3:20])[NH:17][C:16]([CH3:23])([CH3:22])[CH2:15]1)=[O:12]>C(O)C>[C:8]([O:25][CH:26]1[CH2:31][C:30]([CH3:33])([CH3:32])[N:29]([C:2]([C:1]([O:5][CH2:6][CH3:7])=[O:4])=[CH2:3])[C:28]([CH3:35])([CH3:34])[CH2:27]1)(=[O:24])/[CH:9]=[CH:10]/[C:11]([O:13][CH:14]1[CH2:15][C:16]([CH3:23])([CH3:22])[N:17]([C:2]([C:1]([O:5][CH2:6][CH3:7])=[O:4])=[CH2:3])[C:18]([CH3:21])([CH3:20])[CH2:19]1)=[O:12]. Reported procedure: 44 g of ethanol propiolate were added dropwise to a solution of 78.4 g of bis(2,2,6,6-tetramethyl-4-piperidinyl) fumarate in 300 ml of ethanol at 40° to 60° C. The mixture was then refluxed for 3 hours. The precipitate which resulted on cooling to room temperature was filtered off, washed with petroleum ether and dried. 107 g of the compound of the formula shown below were obtained in the form of a colorless solid of melting point 185°-186° C. ##STR24## Product: O=C(NS(=O)(=O)c1ccccc1)c1ccc(Cl)cc1Cl. Starting materials: O=C([O-])[O-], O=C(Cl)c1ccc(Cl)cc1Cl, Cl, [K+], [K+], C1COCCO1, O, NS(=O)(=O)c1ccccc1. RXN SMILES: [C:11](=[O:12])([O-:13])[O-:14].[Cl:17][c:18]1[c:19]([C:20](=[O:21])[Cl:22])[cH:23][cH:24][c:25]([Cl:27])[cH:26]1.[ClH:28].[K+:15].[K+:16].[O:29]1[CH2:30][CH2:31][O:32][CH2:33][CH2:34]1.[OH2:35].[c:1]1([S:7](=[O:8])(=[O:9])[NH2:10])[cH:2][cH:3][cH:4][cH:5][cH:6]1>>[c:1]1([S:7](=[O:8])(=[O:9])[NH:10][C:20]([c:19]2[c:18]([Cl:17])[cH:26][c:25]([Cl:27])[cH:24][cH:23]2)=[O:21])[cH:2][cH:3][cH:4][cH:5][cH:6]1. Starting materials: CCOC(C)=O, COCCBr, CN(C)C=O, CCOC(C)=O, CCc1nn2c(-c3ccc(Cl)cc3Cl)cccc2c1NC(=O)OC(C)(C)C, Cl, [H-], [Na+], [Na+], [OH-], O. Product: CCc1nn2c(-c3ccc(Cl)cc3Cl)cccc2c1NCCOC. As a reaction SMILES: [C:35]([O:36][CH2:37][CH3:38])(=[O:39])[CH3:40].[CH3:30][O:31][CH2:32][CH2:33][Br:34].[CH3:44][N:45]([CH3:46])[CH:47]=[O:48].[CH3:49][CH2:50][O:51][C:52](=[O:53])[CH3:54].[Cl:1][c:2]1[c:3](-[c:9]2[cH:10][cH:11][cH:12][c:13]3[n:14]2[n:15][c:16]([CH2:26][CH3:27])[c:17]3[NH:18][C:19](=[O:20])[O:21][C:22]([CH3:23])([CH3:24])[CH3:25])[cH:4][cH:5][c:6]([Cl:8])[cH:7]1.[ClH:41].[H-:28].[Na+:29].[Na+:43].[OH-:42].[OH2:55]>>[Cl:1][c:2]1[c:3](-[c:9]2[cH:10][cH:11][cH:12][c:13]3[n:14]2[n:15][c:16]([CH2:26][CH3:27])[c:17]3[NH:18][CH2:33][CH2:32][O:31][CH3:30])[cH:4][cH:5][c:6]([Cl:8])[cH:7]1. As a reaction SMILES: [CH3:6][CH:7]([CH2:8][NH:9][CH3:10])[O:11][c:12]1[c:13]2[c:14]([NH:22][c:23]3[cH:24][c:25]([CH3:37])[c:26]([O:29][c:30]4[cH:31][n:32][c:33]([CH3:36])[cH:34][cH:35]4)[cH:27][cH:28]3)[n:15][cH:16][n:17][c:18]2[cH:19][cH:20][cH:21]1.[OH:1][CH2:2][C:3]([OH:4])=[O:5]>>[OH:1][CH2:2][C:3](=[O:5])[N:9]([CH2:8][CH:7]([CH3:6])[O:11][c:12]1[c:13]2[c:14]([NH:22][c:23]3[cH:24][c:25]([CH3:37])[c:26]([O:29][c:30]4[cH:31][n:32][c:33]([CH3:36])[cH:34][cH:35]4)[cH:27][cH:28]3)[n:15][cH:16][n:17][c:18]2[cH:19][cH:20][cH:21]1)[CH3:10]. Starting materials: CNCC(C)Oc1cccc2ncnc(Nc3ccc(Oc4ccc(C)nc4)c(C)c3)c12, O=C(O)CO. Yields the product Cc1ccc(Oc2ccc(Nc3ncnc4cccc(OC(C)CN(C)C(=O)CO)c34)cc2C)cn1.